This data is from the Open Reaction Database (ORD), a public repository of structured organic reaction records. The task is: describe an organic reaction: reactants, conditions, products, and yield Starting materials: CC(C)(C)OC(=O)N1C=CC2(CC1)c1ccccc1C(=O)N2Cc1ccccc1, ClC(Cl)Cl, O=C(O)C(F)(F)F. Yields the product CC(C)(C)OC(=O)N1CCC2(CC1)c1ccccc1C(=O)N2Cc1ccccc1. RXN SMILES: [CH2:1]([c:2]1[cH:3][cH:4][cH:5][cH:6][cH:7]1)[N:8]1[C:9]2([c:10]3[cH:11][cH:12][cH:13][cH:14][c:15]3[C:16]1=[O:17])[CH:18]=[CH:19][N:20]([C:23](=[O:24])[O:25][C:26]([CH3:27])([CH3:28])[CH3:29])[CH2:21][CH2:22]2.[CH:30]([Cl:31])([Cl:32])[Cl:33].[OH:34][C:35]([C:36]([F:37])([F:38])[F:39])=[O:40]>>[CH2:1]([c:2]1[cH:3][cH:4][cH:5][cH:6][cH:7]1)[N:8]1[C:9]2([c:10]3[cH:11][cH:12][cH:13][cH:14][c:15]3[C:16]1=[O:17])[CH2:18][CH2:19][N:20]([C:23](=[O:24])[O:25][C:26]([CH3:27])([CH3:28])[CH3:29])[CH2:21][CH2:22]2.